Dataset: the Open Reaction Database (ORD), a public repository of structured organic reaction records. Task: describe an organic reaction: reactants, conditions, products, and yield The reactants are O=C([O-])[O-], [Ca+2], S=C(Cl)Cl, ClCCl, Cc1cc(N)nc(C)c1C#N, O. Yields the product Cc1cc(N=C=S)nc(C)c1C#N. As a reaction SMILES: [C:12](=[O:13])([O-:14])[O-:15].[Ca+2:16].[Cl:18][C:19]([Cl:20])=[S:21].[Cl:22][CH2:23][Cl:24].[NH2:1][c:2]1[cH:3][c:4]([CH3:11])[c:5]([C:9]#[N:10])[c:6]([CH3:8])[n:7]1.[OH2:17]>>[N:1]([c:2]1[cH:3][c:4]([CH3:11])[c:5]([C:9]#[N:10])[c:6]([CH3:8])[n:7]1)=[C:19]=[S:21].